describe an organic reaction: reactants, conditions, products, and yield From a dataset of the Open Reaction Database (ORD), a public repository of structured organic reaction records. Reactants: CN(C=O)C (N,N-dimethylformamide), C(#N)C1=C(C(=C(C(=C1C)I)F)OC)NC(C(C)(C)C)=O (N-(2-cyano-5-fluoro-4-iodo-6-methoxy-3-methylphenyl)-2,2-dimethylpropionamide), C1(=CC=CC=C1)B(O)O (phenylboronic acid), potassium phosphate n-hydrate. The reagents and catalysts are C=1C=CC(=CC1)[P](C=2C=CC=CC2)(C=3C=CC=CC3)[Pd]([P](C=4C=CC=CC4)(C=5C=CC=CC5)C=6C=CC=CC6)([P](C=7C=CC=CC7)(C=8C=CC=CC8)C=9C=CC=CC9)[P](C=1C=CC=CC1)(C=1C=CC=CC1)C=1C=CC=CC1 (Tetrakis(triphenylphosphine)palladium(0)). The solvent is C(C)(=O)OCC (ethyl acetate). Reaction conditions: temperature 95 celsius, time 2 hour. Yields the product C(#N)C=1C(=C(C(=C(C1C)C1=CC=CC=C1)F)OC)NC(C(C)(C)C)=O (N-(5-Cyano-2-fluoro-3-methoxy-6-methylbiphenyl-4-yl)-2,2-dimethylpropionamide). Isolated yield 96.0%. Reaction SMILES: CN(C)C=O.[C:6]([C:8]1[C:13]([CH3:14])=[C:12](I)[C:11]([F:16])=[C:10]([O:17][CH3:18])[C:9]=1[NH:19][C:20](=[O:25])[C:21]([CH3:24])([CH3:23])[CH3:22])#[N:7].[C:26]1(B(O)O)[CH:31]=[CH:30][CH:29]=[CH:28][CH:27]=1>C1C=CC([P]([Pd]([P](C2C=CC=CC=2)(C2C=CC=CC=2)C2C=CC=CC=2)([P](C2C=CC=CC=2)(C2C=CC=CC=2)C2C=CC=CC=2)[P](C2C=CC=CC=2)(C2C=CC=CC=2)C2C=CC=CC=2)(C2C=CC=CC=2)C2C=CC=CC=2)=CC=1.C(OCC)(=O)C>[C:6]([C:8]1[C:9]([NH:19][C:20](=[O:25])[C:21]([CH3:24])([CH3:23])[CH3:22])=[C:10]([O:17][CH3:18])[C:11]([F:16])=[C:12]([C:26]2[CH:31]=[CH:30][CH:29]=[CH:28][CH:27]=2)[C:13]=1[CH3:14])#[N:7] |^1:38,40,59,78|. Reported procedure: Tetrakis(triphenylphosphine)palladium(0) (1.45 g, 1.26 mmol) was added to an N,N-dimethylformamide (50 ml) suspension of N-(2-cyano-5-fluoro-4-iodo-6-methoxy-3-methylphenyl)-2,2-dimethylpropionamide (I-69) (2.45 g, 6.28 mmol), phenylboronic acid (1.15 g, 9.42 mmol), potassium phosphate n-hydrate (74-78%, 3.60 g, 12.6 mmol), followed by stirring at 95° C. for 2 hours. The reaction liquid was cooled, then ethyl acetate (200 ml) was added, followed by washing with saturated brine (50 ml×3), drying ... Starting materials: Cl.NN1C(=NC=C1)C (1-amino-2-methylimidazole hydrochloride), CN(C1=CC=C(C=O)C=C1)C (p-(dimethylamino)benzaldehyde). Solvent: C(C)(=O)O (acetic acid). Yields the product CN(C1=CC=C(C=NN2C(=NC=C2)C)C=C1)C (1-[[p-(dimethylamino)benzylidene]amino]-2-methylimidazole). As a reaction SMILES: Cl.[NH2:2][N:3]1[CH:7]=[CH:6][N:5]=[C:4]1[CH3:8].[CH3:9][N:10]([CH3:19])[C:11]1[CH:18]=[CH:17][C:14]([CH:15]=O)=[CH:13][CH:12]=1>C(O)(=O)C>[CH3:9][N:10]([CH3:19])[C:11]1[CH:18]=[CH:17][C:14]([CH:15]=[N:2][N:3]2[CH:7]=[CH:6][N:5]=[C:4]2[CH3:8])=[CH:13][CH:12]=1 |f:0.1|. Reported procedure: 1.3 g of 1-amino-2-methylimidazole hydrochloride and 2.2 g of p-(dimethylamino)benzaldehyde are stirred at room temperature for 16 hours in 100 ml of glacial acetic acid. The mixture is evaporated, whereupon the residue is treated four times with ethanol and again evaporated each time. The crystalline residue is washed with ether and then treated with saturated sodium hydrogen carbonate solution. The mixture is extracted with methylene chloride, the extract is dried over sodium sulfate and evapo... Reactants: CCc1[nH]c(C(=O)O)nc1Cl, ClCCl, CCCCOC(=O)c1nc(N2CCC(N)C(OCC)C2)oc1CC, On1nnc2ccccc21. Yields the product CCCCOC(=O)c1nc(N2CCC(NC(=O)c3nc(Cl)c(CC)[nH]3)C(OCC)C2)oc1CC. RXN SMILES: [Cl:25][c:26]1[n:27][c:28]([C:33](=[O:34])[OH:35])[nH:29][c:30]1[CH2:31][CH3:32].[Cl:46][CH2:47][Cl:48].[NH2:1][CH:2]1[CH:3]([O:22][CH2:23][CH3:24])[CH2:4][N:5]([c:8]2[o:9][c:10]([CH2:20][CH3:21])[c:11]([C:13](=[O:14])[O:15][CH2:16][CH2:17][CH2:18][CH3:19])[n:12]2)[CH2:6][CH2:7]1.[OH:36][n:37]1[c:38]2[c:39]([cH:40][cH:41][cH:42][cH:43]2)[n:44][n:45]1>>[NH:1]([CH:2]1[CH:3]([O:22][CH2:23][CH3:24])[CH2:4][N:5]([c:8]2[o:9][c:10]([CH2:20][CH3:21])[c:11]([C:13](=[O:14])[O:15][CH2:16][CH2:17][CH2:18][CH3:19])[n:12]2)[CH2:6][CH2:7]1)[C:33]([c:28]1[n:27][c:26]([Cl:25])[c:30]([CH2:31][CH3:32])[nH:29]1)=[O:34].